This data is from the Open Reaction Database (ORD), a public repository of structured organic reaction records. The task is: describe an organic reaction: reactants, conditions, products, and yield Reactants: CO, NN, O, O=C1c2ccccc2C(=O)N1CCCCCCCCCCCCCCO. The product is NCCCCCCCCCCCCCCO. As a reaction SMILES: [CH3:30][OH:31].[NH2:28][NH2:29].[OH2:27].[OH:1][CH2:2][CH2:3][CH2:4][CH2:5][CH2:6][CH2:7][CH2:8][CH2:9][CH2:10][CH2:11][CH2:12][CH2:13][CH2:14][CH2:15][N:16]1[C:17](=[O:18])[c:19]2[cH:20][cH:21][cH:22][cH:23][c:24]2[C:25]1=[O:26]>>[OH:1][CH2:2][CH2:3][CH2:4][CH2:5][CH2:6][CH2:7][CH2:8][CH2:9][CH2:10][CH2:11][CH2:12][CH2:13][CH2:14][CH2:15][NH2:16]. Starting materials: ClC1=CC=NC(=C1C=O)N1C(C=2C(=C3CCCCN3C2CC1)F)=O (4-chloro-2-(10-fluoro-1-oxo-3,4,6,7,8,9-hexahydropyrido[3,4-b]indolizin-2(1H)-yl)nicotinaldehyde), CN1N=C(C=C1C)NC=1C(N(C=C(C1)B1OC(C(O1)(C)C)(C)C)C)=O (3-(1,5-dimethyl-1H-pyrazol-3-ylamino)-1-methyl-5-(4,4,5,5-tetramethyl-1,3,2-dioxaborolan-2-yl)pyridin-2(1H)-one), C1(CCCCC1)P(C1CCCCC1)C1CCCCC1 (tri(cyclohexyl)phosphine), C(=O)([O-])[O-].[Cs+].[Cs+] (Cs2CO3). The reagents and catalysts are C=1C=CC(=CC1)/C=C/C(=O)/C=C/C2=CC=CC=C2.C=1C=CC(=CC1)/C=C/C(=O)/C=C/C2=CC=CC=C2.C=1C=CC(=CC1)/C=C/C(=O)/C=C/C2=CC=CC=C2.[Pd].[Pd] (Pd2(dba)3). Solvent: O (water), O1CCOCC1 (dioxane). Reaction conditions: temperature 110 celsius, time 2 hour. The product is CN1N=C(C=C1C)NC1=CC(=CN(C1=O)C)C1=C(C(=NC=C1)N1C(C=2C(=C3CCCCN3C2CC1)F)=O)C=O (4-{5-[(1,5-Dimethyl-1H-pyrazol-3-yl)amino]-1-methyl-6-oxo-1,6-dihydro pyridin-3-yl}-2-{10-fluoro-1-oxo-1H,2H,3H,4H,6H,7H,8H,9H-pyrido[3,4-b]indolizin-2-yl}pyridine-3-carbaldehyde). Yield: 60.7%. RXN SMILES: Cl[C:2]1[C:7]([CH:8]=[O:9])=[C:6]([N:10]2[CH2:22][CH2:21][C:20]3[N:19]4[C:14]([CH2:15][CH2:16][CH2:17][CH2:18]4)=[C:13]([F:23])[C:12]=3[C:11]2=[O:24])[N:5]=[CH:4][CH:3]=1.[CH3:25][N:26]1[C:30]([CH3:31])=[CH:29][C:28]([NH:32][C:33]2[C:34](=[O:49])[N:35]([CH3:48])[CH:36]=[C:37](B3OC(C)(C)C(C)(C)O3)[CH:38]=2)=[N:27]1.C1(P(C2CCCCC2)C2CCCCC2)CCCCC1.C([O-])([O-])=O.[Cs+].[Cs+]>C1C=CC(/C=C/C(/C=C/C2C=CC=CC=2)=O)=CC=1.C1C=CC(/C=C/C(/C=C/C2C=CC=CC=2)=O)=CC=1.C1C=CC(/C=C/C(/C=C/C2C=CC=CC=2)=O)=CC=1.[Pd].[Pd].O.O1CCOCC1>[CH3:25][N:26]1[C:30]([CH3:31])=[CH:29][C:28]([NH:32][C:33]2[C:34](=[O:49])[N:35]([CH3:48])[CH:36]=[C:37]([C:2]3[CH:3]=[CH:4][N:5]=[C:6]([N:10]4[CH2:22][CH2:21][C:20]5[N:19]6[C:14]([CH2:15][CH2:16][CH2:17][CH2:18]6)=[C:13]([F:23])[C:12]=5[C:11]4=[O:24])[C:7]=3[CH:8]=[O:9])[CH:38]=2)=[N:27]1 |f:3.4.5,6.7.8.9.10|. Procedure: A 25-mL single-neck round-bottomed flask equipped with a magnetic stirrer and a reflux condenser was charged with 4-chloro-2-(10-fluoro-1-oxo-3,4,6,7,8,9-hexahydropyrido[3,4-b]indolizin-2(1H)-yl)nicotinaldehyde 134c (97 mg, 0.28 mmol), 3-[(1,5-dimethyl-1H-pyrazol-3-yl)amino]-1-methyl-5-(tetramethyl-1,3,2-dioxaborolan-2-yl)-1,2-dihydropyridin-2-one 218a (192.6 mg, 0.56 mmol), Pd2(dba)3 (54.9 mg, 0.060 mmol), tri(cyclohexyl)phosphine (50.2 mg, 0.18 mmol), Cs2CO3 (182.6 mg, 0.56 mmol), dioxane (8 m... The product is [O-][N+]1=NC(=[N+](C2=C1C=C1C(=C2)CCCCC1)[O-])NCCN(C)C (N1-(1,4-Dioxido-7,8,9,10-tetrahydro-6H-cyclohepta[g][1,2,4]benzotriazin-3-yl)-N2,N2-dimethyl-1,2-ethanediamine). As a reaction SMILES: [CH3:1][N:2]([CH3:22])[CH2:3][CH2:4][NH:5][C:6]1[N:7]=[N+:8]([O-:21])[C:9]2[CH:15]=[C:14]3[CH2:16][CH2:17][CH2:18][CH2:19][CH2:20][C:13]3=[CH:12][C:10]=2[N:11]=1.C[OH:24]>>[O-:21][N+:8]1[C:9]2[CH:15]=[C:14]3[CH2:16][CH2:17][CH2:18][CH2:19][CH2:20][C:13]3=[CH:12][C:10]=2[N+:11]([O-:24])=[C:6]([NH:5][CH2:4][CH2:3][N:2]([CH3:22])[CH3:1])[N:7]=1. The reactants are CN(CCNC=1N=[N+](C2=C(N1)C=C1C(=C2)CCCCC1)[O-])C (N1,N1-Dimethyl-N2-(1-oxido-7,8,9,10-tetrahydro-6H-cyclohepta[g][1,2,4]benzotriazin-3-yl)-1,2-ethanediamine), 1,4-dioxide, CO (MeOH). Procedure: H2O2 (70%, 0.31 mL, ca. 6.2 mmol) was added dropwise to a stirred solution of TFAA (0.9 mL, 6.2 mmol) in DCM (10 mL) at 0° C. The solution was stirred at 0° C. for 5 min, warmed to 20° C. for 10 min, then cooled to 0° C. and added to a stirred solution of 1-oxide 188 (186 mg, 0.6 mmol) and TFA (0.24 mL, 3.1 mmol) in DCM (10 mL) at 0° C. The solution was stirred at 20° C. for 16 h, diluted with dilute aqueous NH3 solution (10 mL) and extracted with CHCl3 (4×50 mL). The combined organic fraction w... Starting materials: NCCCN(C)C1=NC=CC=C1 (2-[N-(3-aminopropyl)-N-methylamino]pyridine), CSC1=NC=C(C(N1)=O)CC1=CC=C(C=C1)Br (2-methylthio-5-(4-bromobenzyl)pyrimid-4-one). Solvent: N1=CC=CC=C1 (pyridine). The product is CN(C1=NC=CC=C1)CCCNC1=NC=C(C(N1)=O)CC1=CC=C(C=C1)Br (2-[3-(N-methyl-N-pyrid-2-ylamino) propylamino]-5-(4-bromobenzyl)pyrimid-4-one). RXN SMILES: [NH2:1][CH2:2][CH2:3][CH2:4][N:5]([C:7]1[CH:12]=[CH:11][CH:10]=[CH:9][N:8]=1)[CH3:6].CS[C:15]1[NH:20][C:19](=[O:21])[C:18]([CH2:22][C:23]2[CH:28]=[CH:27][C:26]([Br:29])=[CH:25][CH:24]=2)=[CH:17][N:16]=1>N1C=CC=CC=1>[CH3:6][N:5]([CH2:4][CH2:3][CH2:2][NH:1][C:15]1[NH:20][C:19](=[O:21])[C:18]([CH2:22][C:23]2[CH:28]=[CH:27][C:26]([Br:29])=[CH:25][CH:24]=2)=[CH:17][N:16]=1)[C:7]1[CH:12]=[CH:11][CH:10]=[CH:9][N:8]=1. Reported procedure: 2-[N-(3-aminopropyl)-N-methylamino]pyridine (1.0 g) and 2-methylthio-5-(4-bromobenzyl)pyrimid-4-one (1.56 g) were heated together under reflux in pyridine (3 ml) for 18 hr. The mixture was stripped and the residue recrystallised three times from ethanol to give 2-[3-(N-methyl-N-pyrid-2-ylamino) propylamino]-5-(4-bromobenzyl)pyrimid-4-one, 1.45 g (67%) mp 178°-9° C. The reactants are C1COCCO1, CCOCC, CC(C)(C)OC(=O)NC(Cc1cccs1)C(=O)N1CCN(c2nc3ccc(CNC4CCCC4)cc3s2)CC1, Cl, Cl. The product is NC(Cc1cccs1)C(=O)N1CCN(c2nc3ccc(CNC4CCCC4)cc3s2)CC1. Reaction SMILES: [CH2:46]1[O:47][CH2:48][CH2:49][O:50][CH2:51]1.[CH3:41][CH2:42][O:43][CH2:44][CH3:45].[CH:1]1([NH:6][CH2:7][c:8]2[cH:9][c:10]3[c:11]([n:12][c:13]([N:15]4[CH2:16][CH2:17][N:18]([C:21]([CH:22]([CH2:23][c:24]5[s:25][cH:26][cH:27][cH:28]5)[NH:29][C:30](=[O:31])[O:32][C:33]([CH3:34])([CH3:35])[CH3:36])=[O:37])[CH2:19][CH2:20]4)[s:14]3)[cH:38][cH:39]2)[CH2:2][CH2:3][CH2:4][CH2:5]1.[ClH:40].[ClH:52]>>[CH:1]1([NH:6][CH2:7][c:8]2[cH:9][c:10]3[c:11]([n:12][c:13]([N:15]4[CH2:16][CH2:17][N:18]([C:21]([CH:22]([CH2:23][c:24]5[s:25][cH:26][cH:27][cH:28]5)[NH2:29])=[O:37])[CH2:19][CH2:20]4)[s:14]3)[cH:38][cH:39]2)[CH2:2][CH2:3][CH2:4][CH2:5]1. Starting materials: S(O)(O)(=O)=O (sulfuric acid), [Mg] (magnesium), Grignard reagent, C(C=C)Br (allyl bromide), FC1=CC=C(OCC=O)C=C1 (4-fluorophenoxyacetaldehyde). Reagents/catalysts: C(C=C)Br (allyl bromide). Run in CCOCC (ether), CCOCC (ether), CCOCC (ether), CCOCC (ether). The product is FC1=CC=C(OCC(CC=C)O)C=C1 (5-(4-fluorophenoxyl)-1-penten-4-ol). The yield is 77.2%. RXN SMILES: [Mg].[CH2:2](Br)[CH:3]=[CH2:4].[F:6][C:7]1[CH:16]=[CH:15][C:10]([O:11][CH2:12][CH:13]=[O:14])=[CH:9][CH:8]=1.S(=O)(=O)(O)O>CCOCC.C(Br)C=C>[F:6][C:7]1[CH:16]=[CH:15][C:10]([O:11][CH2:12][CH:13]([OH:14])[CH2:4][CH:3]=[CH2:2])=[CH:9][CH:8]=1. Procedure: To a mixture of ether (50 ml.) and magnesium turnings (4.49 g., 0.185 mole) is added a small amount of allyl bromide (ca. 0.5 g.). The mixture is stirred until Grignard reagent is formed (reflux of ether is a good sign). A solution of allyl bromide (24.2 g., 0.20 mole) and 4-fluorophenoxyacetaldehyde (19.0 g., 0.123 mole) in ether (110 ml.) is then added at such a rate as to maintain the reflux of ether. The resulting mixture is heated at reflux for another hour, cooled in an ice bath, and treat... The reactants are CC1(COC(OC1)C(C)[C@H]1CC[C@H]2C3=CC=C4C[C@H]([C@H]5[C@@H]([C@]4(C)[C@H]3CC[C@]12C)O5)O)C (20-(5,5-dimethyl-1,3-dioxan-2-yl)-1α,2α-epoxypregna-5,7-dien-3β-ol), CC1(COC(OC1)C(C)[C@H]1CC[C@H]2[C@@H]3[C@@H](C=C4C[C@H]([C@H]5[C@@H]([C@]4(C)[C@H]3CC[C@]12C)O5)O)O)C (20-(5,5-dimethyl-1,3-dioxan-2-yl)-1α,2α-epoxypregn-5-ene-3β,7α-diol). Yields the product O1[C@H]2[C@@H]1[C@@H](CC1=CC=C3[C@@H]4CC[C@H](C(C)C=O)[C@]4(CC[C@@H]3[C@@]21C)C)O (1α,2α-epoxy-3β-hydroxypregna-5,7-diene-20-carbaldehyde). Yield: 58.4%. Reaction SMILES: CC1(C)CO[CH:5]([CH:8]([C@@H:10]2[C@:27]3([CH3:28])[C@H:13]([C:14]4[C@H:24]([CH2:25][CH2:26]3)[C@:22]3([CH3:23])[C:17]([CH2:18][C@@H:19]([OH:30])[C@@H:20]5[O:29][C@@H:21]53)=[CH:16][CH:15]=4)[CH2:12][CH2:11]2)[CH3:9])[O:4]C1.CC1(C)COC(C([C@@H]2[C@]3(C)[C@H]([C@H]4[C@H](CC3)[C@]3(C)C(C[C@@H](O)[C@@H]5O[C@@H]53)=C[C@H]4O)CC2)C)OC1>>[O:29]1[C@H:20]2[C@H:19]([OH:30])[CH2:18][C:17]3[C@:22]([CH3:23])([C@@H:21]12)[C@@H:24]1[C:14]([C@H:13]2[C@:27]([CH3:28])([CH2:26][CH2:25]1)[C@@H:10]([CH:8]([CH:5]=[O:4])[CH3:9])[CH2:11][CH2:12]2)=[CH:15][CH:16]=3. Procedure: The procedure of Example 36 was repeated except that 2.2 mg (0.005 mmole) of 20-(5,5-dimethyl-1,3-dioxan-2-yl)-1α,2α-epoxypregna-5,7-dien-3β-ol was used in lieu of 2.2 mg of 20-(5,5-dimethyl-1,3-dioxan-2-yl)-1α,2α-epoxypregn-5-ene-3β,7α-diol to give 1.0 mg of 1α,2α-epoxy-3β-hydroxypregna-5,7-diene-20-carbaldehyde (yield: 58%).